This data is from the Open Reaction Database (ORD), a public repository of structured organic reaction records. The task is: describe an organic reaction: reactants, conditions, products, and yield The reactants are CS(C)=O, C(=NC1CCCCC1)=NC1CCCCC1, CC(O)CCc1ccc(-c2ccccc2Cl)cc1, O=C([O-])C(F)(F)F, c1cc[nH+]cc1. Product: CC(=O)CCc1ccc(-c2ccccc2Cl)cc1. Reaction SMILES: [CH3:47][S:48](=[O:49])[CH3:50].[CH:32]1([N:33]=[C:34]=[N:35][CH:36]2[CH2:37][CH2:38][CH2:39][CH2:40][CH2:41]2)[CH2:42][CH2:43][CH2:44][CH2:45][CH2:46]1.[Cl:1][c:2]1[c:3](-[c:8]2[cH:9][cH:10][c:11]([CH2:14][CH2:15][CH:16]([CH3:17])[OH:18])[cH:12][cH:13]2)[cH:4][cH:5][cH:6][cH:7]1.[F:19][C:20]([F:21])([F:22])[C:23]([O-:24])=[O:25].[nH+:26]1[cH:27][cH:28][cH:29][cH:30][cH:31]1>>[Cl:1][c:2]1[c:3](-[c:8]2[cH:9][cH:10][c:11]([CH2:14][CH2:15][C:16]([CH3:17])=[O:18])[cH:12][cH:13]2)[cH:4][cH:5][cH:6][cH:7]1. Reactants: [BH4-].[Na+] (Sodium borohydride), C1(=CC=C(C=C1)C=NC1CN2CCC1CC2)C2=CC=CC=C2 (3-[(biphenyl-4-ylmethylene)amino]quinuclidine). Solvent: CO (methanol). Run at time 2 hour. Product: C1(=CC=C(C=C1)CNC1CN2CCC1CC2)C2=CC=CC=C2 (3-[(biphenyl-4-ylmethyl)amino]quinuclidine). The yield is 82.3%. RXN SMILES: [BH4-].[Na+].[C:3]1([C:19]2[CH:24]=[CH:23][CH:22]=[CH:21][CH:20]=2)[CH:8]=[CH:7][C:6]([CH:9]=[N:10][CH:11]2[CH:16]3[CH2:17][CH2:18][N:13]([CH2:14][CH2:15]3)[CH2:12]2)=[CH:5][CH:4]=1>CO>[C:3]1([C:19]2[CH:24]=[CH:23][CH:22]=[CH:21][CH:20]=2)[CH:4]=[CH:5][C:6]([CH2:9][NH:10][CH:11]2[CH:16]3[CH2:17][CH2:18][N:13]([CH2:14][CH2:15]3)[CH2:12]2)=[CH:7][CH:8]=1 |f:0.1|. Procedure: Sodium borohydride (260 mg) was added to a stirred solution of 3-[(biphenyl-4-ylmethylene)amino]quinuclidine (990 mg) in methanol (50 ml) and the reaction mixture stirred for 2 hours. The methanol was evaporated and the residue dissolved in 1M hydrochloric acid (12 ml). The aqueous solution was washed with diethyl ether (3×25 ml) before the addition of excess sodium hydroxide solution (density 1.35 g/cm3) to pH 14. The mixture was extracted with diethyl ether, the ether separated, dried (Na2SO4)... Starting materials: Cc1nc(C#Cc2cccc(Cl)c2)c[nH]1, Fc1cccc(C(F)(F)F)n1. Product: Cc1nc(C#Cc2cccc(Cl)c2)cn1-c1cccc(C(F)(F)F)n1. RXN SMILES: [Cl:1][c:2]1[cH:3][c:4]([C:8]#[C:9][c:10]2[n:11][c:12]([CH3:15])[nH:13][cH:14]2)[cH:5][cH:6][cH:7]1.[F:16][c:17]1[n:18][c:19]([C:23]([F:24])([F:25])[F:26])[cH:20][cH:21][cH:22]1>>[Cl:1][c:2]1[cH:3][c:4]([C:8]#[C:9][c:10]2[n:11][c:12]([CH3:15])[n:13](-[c:17]3[n:18][c:19]([C:23]([F:24])([F:25])[F:26])[cH:20][cH:21][cH:22]3)[cH:14]2)[cH:5][cH:6][cH:7]1. Product: C(C)C1CC(=CCC12CCCC2=O)C (10-Ethyl-8-methyl-spiro[4.5]dec-7-en-1-one). Reactants: B(F)(F)F (BF3), C(CC)=C1C(CCC1)=O (propylidene cyclopentanone), C1(=CC=CC=C1)C (toluene), C=CC(C)=C (Isoprene), C1(=CC=CC=C1)C (toluene). Isolated yield 103.0%. Conditions: time 3.5 hour. Reported procedure: A solution of propylidene cyclopentanone (124 g; 1 mol) in toluene (124 g) was cooled to 0° C. BF3 etherate (10 ml) were added at 0° C. over 10 minutes. Isoprene (168 g; 2.47 mol), dissolved in toluene (168 g) was then added dropwise over 3 hours at 0° C. Stirring was continued at 0° C. for 3.5 hours. Usual work-up (see above) afforded 198 g of a crude product as a mixture of isomer (ratio 5/4/91). Distillation through a Vigreux column afforded 165 g of 96% pure cycloadduct (yield: 86%). RXN SMILES: [CH:1](=[C:4]1[CH2:8][CH2:7][CH2:6][C:5]1=[O:9])[CH2:2][CH3:3].B(F)(F)F.[CH2:14]=[CH:15][C:16](=C)[CH3:17].[C:19]1(C)C=CC=CC=1>>[CH2:15]([CH:16]1[C:4]2([C:5](=[O:9])[CH2:6][CH2:7][CH2:8]2)[CH2:1][CH:2]=[C:3]([CH3:19])[CH2:17]1)[CH3:14]. Solvent: C(C)(=O)OCC (ethyl acetate), C1CCOC1 (THF), C1CCOC1 (THF), C1CCOC1 (THF). The reactants are [OH-].[Na+] (sodium hydroxide), C(CC(O)(C(=O)O)CC(=O)O)(=O)O (citric acid), COCC(=O)N(C)C (2-methoxy-N,N-dimethylacetamide), BrC1=NC(=CC=C1)Br (2,6-dibrompyridine), C(C)(C)[Mg]Cl (isopropylmagnesium chloride), [Na+].[Cl-] (NaCl). Procedure details: 14.5 g (61.2 mmol) of 2,6-dibrompyridine were dissolved in about 50 ml of THF, and 35 ml of 2 M isopropylmagnesium chloride (corresponds to 70 mmol) were added under argon. The temperature of the mixture increased. The mixture was stirred at room temperature for another 1.5 h and at 30° C. for 2 h and then cooled in a CO2/EtOH bath, and a solution of 8 g (68.2 mmol) of 2-methoxy-N,N-dimethylacetamide in THF was added, the thickened reaction material was diluted with more THF and allowed to thaw,... Product: BrC1=CC=CC(=N1)C(COC)=O (1-(6-Bromopyridin-2-yl)-2-methoxyethanone). Reaction conditions: temperature 30 celsius, time 2 hour. As a reaction SMILES: Br[C:2]1[CH:7]=[CH:6][CH:5]=[C:4]([Br:8])[N:3]=1.C([Mg]Cl)(C)C.[CH3:14][O:15][CH2:16][C:17](N(C)C)=[O:18].C(O)(=O)CC(CC(O)=O)(C(O)=O)O.[OH-].[Na+].[Na+].[Cl-]>C1COCC1.C(OCC)(=O)C>[Br:8][C:4]1[N:3]=[C:2]([C:17](=[O:18])[CH2:16][O:15][CH3:14])[CH:7]=[CH:6][CH:5]=1 |f:4.5,6.7|. The reactants are NC1=CC=C(C=C1)C1C(CC(NN1)=O)C (6-(p-aminophenyl)-4,5-dihydro-dihydro-5-methyl-3(2H)-pyridazinone), ClC(=O)OC (methyl chloroformate). The solvent is C1(=CC=CC=C1)C (toluene). Product: COC(=O)NC1=CC=C(C=C1)C=1C(CC(NN1)=O)C (4,5-dihydro-6-(p-methoxycarbonylaminophenyl)-5-methyl-3(2H)-pyridazinone). The yield is 40.2%. RXN SMILES: [NH2:1][C:2]1[CH:7]=[CH:6][C:5]([CH:8]2[NH:13][NH:12][C:11](=[O:14])[CH2:10][CH:9]2[CH3:15])=[CH:4][CH:3]=1.Cl[C:17]([O:19][CH3:20])=[O:18]>C1(C)C=CC=CC=1>[CH3:20][O:19][C:17]([NH:1][C:2]1[CH:7]=[CH:6][C:5]([C:8]2[CH:9]([CH3:15])[CH2:10][C:11](=[O:14])[NH:12][N:13]=2)=[CH:4][CH:3]=1)=[O:18]. Procedure: 6.0 g (29.5 millimoles) of 6-(p-aminophenyl)-4,5-dihydro-dihydro-5-methyl-3(2H)-pyridazinone and 3.3 g (34.9 millimoles) of methyl chloroformate in 100 ml of absolute toluene are kept for 6 hours at 80° C. The product is filtered off at 10° C., washed first with toluene and then with water, and recrystallized from dimethylformamide/water. 3.1 g (40% of theory) of 4,5-dihydro-6-(p-methoxycarbonylaminophenyl)-5-methyl-3(2H)-pyridazinone are obtained as colorless crystals, of melting point 228°-229... Starting materials: FC(C(=O)O)(F)F (Trifluoroacetic acid), C(C)(C)(C)C(=O)CN1C([C@@H](CN(C2=C1C=CC=C2)C2CCCCC2)NC(=O)NC2=CC(=CC=C2)C(=O)OC(C)(C)C)=O ((R)-(−)-1-(1-tert-butylcarbonylmethyl-2-oxo-5-cyclohexyl-1,3,4,5-tetrahydro-2H-1,5-benzodiazepin-3-yl)-3-(3-tert-butoxycarbonylphenyl)urea). The solvent is C(Cl)Cl (methylene chloride). Run at time 1 hour. The product is C(C)(C)(C)C(=O)CN1C([C@@H](CN(C2=C1C=CC=C2)C2CCCCC2)NC(NC=2C=C(C(=O)O)C=CC2)=O)=O ((R)-(−)-3-[3-(1-tert-butylcarbonylmethyl-2-oxo-5-cyclohexyl-1,3,4,5-tetrahydro-2H-1,5-benzodiazepin-3-yl)ureido]benzoic acid). The yield is 87.9%. RXN SMILES: FC(F)(F)C(O)=O.[C:8]([C:12]([CH2:14][N:15]1[C:21]2[CH:22]=[CH:23][CH:24]=[CH:25][C:20]=2[N:19]([CH:26]2[CH2:31][CH2:30][CH2:29][CH2:28][CH2:27]2)[CH2:18][C@@H:17]([NH:32][C:33]([NH:35][C:36]2[CH:41]=[CH:40][CH:39]=[C:38]([C:42]([O:44]C(C)(C)C)=[O:43])[CH:37]=2)=[O:34])[C:16]1=[O:49])=[O:13])([CH3:11])([CH3:10])[CH3:9]>C(Cl)Cl>[C:8]([C:12]([CH2:14][N:15]1[C:21]2[CH:22]=[CH:23][CH:24]=[CH:25][C:20]=2[N:19]([CH:26]2[CH2:31][CH2:30][CH2:29][CH2:28][CH2:27]2)[CH2:18][C@@H:17]([NH:32][C:33](=[O:34])[NH:35][C:36]2[CH:37]=[C:38]([CH:39]=[CH:40][CH:41]=2)[C:42]([OH:44])=[O:43])[C:16]1=[O:49])=[O:13])([CH3:11])([CH3:9])[CH3:10]. Procedure details: Trifluoroacetic acid (40 ml) was added to a solution of (R)-(−)-1-(1-tert-butylcarbonylmethyl-2-oxo-5-cyclohexyl-1,3,4,5-tetrahydro-2H-1,5-benzodiazepin-3-yl)-3-(3-tert-butoxycarbonylphenyl)urea (8 g) in methylene chloride (40 ml), the mixture was stirred for one hour at room temperature. The reaction mixture was concentrated under reduced pressure, a mixed solvent (32 ml) of diisopropyl ether and ethanol (15:1) was added to the residue for crystallization, collected by filtration, to thereby ob... The reactants are CN(N=C(C)CC(C(C)OC1=CC=C(C=C1)OC1=CC=C(C=C1)C(F)(F)F)O)C (4-Hydroxy-5-[4-(4-trifluoromethylphenoxy)phenoxy]-2-hexanone N,N-dimethylhydrazone), I(=O)(=O)(=O)[O-].[Na+] (sodium periodate). The solvent is CO (methanol), P(=O)([O-])([O-])[O-] (phosphate), O (water). Run at time 3 hour. Product: OC(CC(C)=O)C(C)OC1=CC=C(C=C1)OC1=CC=C(C=C1)C(F)(F)F (4-hydroxy-5-[4-(4-trifluoromethylphenoxy)phenoxy]-2-hexanone). As a reaction SMILES: CN(C)N=[C:4]([CH2:6][CH:7]([OH:28])[CH:8]([O:10][C:11]1[CH:16]=[CH:15][C:14]([O:17][C:18]2[CH:23]=[CH:22][C:21]([C:24]([F:27])([F:26])[F:25])=[CH:20][CH:19]=2)=[CH:13][CH:12]=1)[CH3:9])[CH3:5].I([O-])(=O)(=O)=[O:31].[Na+]>CO.P([O-])([O-])([O-])=O.O>[OH:28][CH:7]([CH:8]([O:10][C:11]1[CH:16]=[CH:15][C:14]([O:17][C:18]2[CH:23]=[CH:22][C:21]([C:24]([F:27])([F:26])[F:25])=[CH:20][CH:19]=2)=[CH:13][CH:12]=1)[CH3:9])[CH2:6][C:4](=[O:31])[CH3:5] |f:1.2|. Procedure: 4-Hydroxy-5-[4-(4-trifluoromethylphenoxy)phenoxy]-2-hexanone N,N-dimethylhydrazone (1 mmol) is dissolved in methanol (15 ml) and 1.0 N pH 7 phosphate buffer (3 ml), and a solution of sodium periodate (2.2 mmol) in water (5 ml) is added at 25° with stirring. After about 3 hours, the reaction mixture is filtered, poured into water and extracted with methylene chloride. The extract is dried and concentrated in vacuo to give 4-hydroxy-5-[4-(4-trifluoromethylphenoxy)phenoxy]-2-hexanone (cpd. 1, Table...